This data is from the Open Reaction Database (ORD), a public repository of structured organic reaction records. The task is: describe an organic reaction: reactants, conditions, products, and yield Reactants: CCOc1c(C(=O)O)c(C(=O)O)c(OCC)c2cc(F)ccc12, CN1CCCC1=O, CCOC(C)=O, Nc1ccc(CC(=O)O)cc1. Product: CCOc1c2c(c(OCC)c3cc(F)ccc13)C(=O)N(c1ccc(CC(=O)O)cc1)C2=O. Reaction SMILES: [CH2:12]([CH3:13])[O:14][c:15]1[c:16]([C:32](=[O:33])[OH:34])[c:17]([C:29](=[O:30])[OH:31])[c:18]([O:26][CH2:27][CH3:28])[c:19]2[cH:20][c:21]([F:25])[cH:22][cH:23][c:24]12.[CH3:35][N:36]1[CH2:37][CH2:38][CH2:39][C:40]1=[O:41].[CH3:42][CH2:43][O:44][C:45]([CH3:46])=[O:47].[NH2:1][c:2]1[cH:3][cH:4][c:5]([CH2:8][C:9](=[O:10])[OH:11])[cH:6][cH:7]1>>[N:1]1([c:2]2[cH:3][cH:4][c:5]([CH2:8][C:9](=[O:10])[OH:11])[cH:6][cH:7]2)[C:29](=[O:30])[c:17]2[c:16]([c:15]([O:14][CH2:12][CH3:13])[c:24]3[c:19]([c:18]2[O:26][CH2:27][CH3:28])[cH:20][c:21]([F:25])[cH:22][cH:23]3)[C:32]1=[O:33]. Reaction SMILES: [C:1]([Cl:2])(=[O:3])[C:4]([Cl:5])=[O:6].[CH3:13][c:14]1[c:15]([C:19](=[O:20])[OH:21])[cH:16][n:17][o:18]1.[Cl-:7].[Cl:22][c:23]1[cH:24][cH:25][c:26]([C:29]23[N:30]([C:31](=[O:44])[c:32]4[n:33]([c:35](-[c:38]5[cH:39][cH:40][n:41][cH:42][cH:43]5)[cH:36][cH:37]4)[CH2:34]2)[CH2:45][CH2:46][NH:47]3)[cH:27][cH:28]1.[Cl:48][CH2:49][Cl:50].[Na+:61].[O-:57][C:58]([OH:59])=[O:60].[O:8]=[CH:9][N:10]([CH3:11])[CH3:12].[cH:51]1[cH:52][cH:53][n:54][cH:55][cH:56]1>>[CH3:13][c:14]1[c:15]([C:19](=[O:21])[N:47]2[C:29]3([c:26]4[cH:25][cH:24][c:23]([Cl:22])[cH:28][cH:27]4)[N:30]([C:31](=[O:44])[c:32]4[n:33]([c:35](-[c:38]5[cH:39][cH:40][n:41][cH:42][cH:43]5)[cH:36][cH:37]4)[CH2:34]3)[CH2:45][CH2:46]2)[cH:16][n:17][o:18]1. The reactants are O=C(Cl)C(=O)Cl, Cc1oncc1C(=O)O, [Cl-], O=C1c2ccc(-c3ccncc3)n2CC2(c3ccc(Cl)cc3)NCCN12, ClCCl, [Na+], O=C([O-])O, CN(C)C=O, c1ccncc1. The product is Cc1oncc1C(=O)N1CCN2C(=O)c3ccc(-c4ccncc4)n3CC12c1ccc(Cl)cc1. Reactants: CCOC(=O)C (EtOAc), OC1CNC1 (3-Hydroxyazetidine), CCN(C(C)C)C(C)C (DIPEA), ClC1=NC=C(C(=O)NC2=CC=C(C=C2)OC(F)(F)Cl)C=C1I (6-chloro-N-(4-(chlorodifluoromethoxy)phenyl)-5-iodonicotinamide). Solvent: CC(C)O (iPrOH). Reaction conditions: temperature 140 celsius, time 16 hour. The product is ClC(OC1=CC=C(C=C1)NC(C1=CN=C(C(=C1)I)N1CC(C1)O)=O)(F)F (N-(4-(Chlorodifluoromethoxy)phenyl)-6-(3-hydroxyazetidin-1-yl)-5-iodonicotinamide). RXN SMILES: [OH:1][CH:2]1[CH2:5][NH:4][CH2:3]1.CCN(C(C)C)C(C)C.Cl[C:16]1[C:35]([I:36])=[CH:34][C:19]([C:20]([NH:22][C:23]2[CH:28]=[CH:27][C:26]([O:29][C:30]([Cl:33])([F:32])[F:31])=[CH:25][CH:24]=2)=[O:21])=[CH:18][N:17]=1.CCOC(C)=O>CC(O)C>[Cl:33][C:30]([F:31])([F:32])[O:29][C:26]1[CH:27]=[CH:28][C:23]([NH:22][C:20](=[O:21])[C:19]2[CH:34]=[C:35]([I:36])[C:16]([N:4]3[CH2:5][CH:2]([OH:1])[CH2:3]3)=[N:17][CH:18]=2)=[CH:24][CH:25]=1. Procedure: 3-Hydroxyazetidine (164 mg, 2.18 mmol) and DIPEA (0.419 mL, 2.396 mmol) were added to a suspension of 6-chloro-N-(4-(chlorodifluoromethoxy)phenyl)-5-iodonicotinamide (Stage 48.3, 500 mg, 1.089 mmol) in iPrOH (2 mL). and stirred at 140° C. for 16 h. EtOAc (80 mL) was added and the solution was washed with 1 M HCl (30 mL), aq. sat. NaHCO3 solution (30 mL) and water (30 mL), dried over Na2SO4 and the solvent was evaporated off under reduced pressure to give the title product as yellow foam. HPLC (C... Starting materials: COC(=O)c1cn(NC(=O)c2cnc(-c3ccccn3)nc2C)c2ccc(F)cc12, CO, CCOC(C)=O, [K+], [OH-], O. The product is Cc1nc(-c2ccccn2)ncc1C(=O)Nn1cc(C(=O)O)c2cc(F)ccc21. Reaction SMILES: [CH3:1][O:2][C:3](=[O:4])[c:5]1[cH:6][n:7]([NH:15][C:16](=[O:17])[c:18]2[c:19]([CH3:30])[n:20][c:21](-[c:24]3[n:25][cH:26][cH:27][cH:28][cH:29]3)[n:22][cH:23]2)[c:8]2[cH:9][cH:10][c:11]([F:14])[cH:12][c:13]12.[CH3:33][OH:34].[CH3:36][CH2:37][O:38][C:39]([CH3:40])=[O:41].[K+:32].[OH-:31].[OH2:35]>>[O:2]=[C:3]([OH:4])[c:5]1[cH:6][n:7]([NH:15][C:16](=[O:17])[c:18]2[c:19]([CH3:30])[n:20][c:21](-[c:24]3[n:25][cH:26][cH:27][cH:28][cH:29]3)[n:22][cH:23]2)[c:8]2[cH:9][cH:10][c:11]([F:14])[cH:12][c:13]12. The reactants are C(C)OC(C(CC#CC(=O)C1=CC=C(C=C1)Br)C=1C=C(C=CC1)C)=O (6-(4-bromo-phenyl)-6-oxo-2-m-tolyl-hex-4-ynoic acid ethyl ester), NN (hydrazine), C(=O)([O-])[O-].[Cs+].[Cs+] (Cs2CO3), C([O-])([O-])=O.[Cs+].[Cs+] (cesium carbonate). Run in C1CCOC1 (THF), C(C)(=O)OCC (ethyl acetate). Conditions: time 12 hour. Yields the product C(C)OC(C(CC1=NN(C(=C1)C1=CC=C(C=C1)Br)C1=CC=C(C=C1)C)C=1C=C(C=CC1)C)=O (3-[5-(4-Bromo-phenyl)-1-p-tolyl-1H-pyrazol-3-yl]-2-m-tolyl-propionic acid ethyl ester). The yield is 115.0%. Reaction SMILES: [CH2:1]([O:3][C:4](=[O:25])[CH:5]([C:18]1[CH:19]=[C:20]([CH3:24])[CH:21]=[CH:22][CH:23]=1)[CH2:6][C:7]#[C:8][C:9]([C:11]1[CH:16]=[CH:15][C:14]([Br:17])=[CH:13][CH:12]=1)=O)[CH3:2].[NH2:26][NH2:27].C([O-])([O-])=O.[Cs+].[Cs+]>C1COCC1.C(OCC)(=O)C>[CH2:1]([O:3][C:4](=[O:25])[CH:5]([C:18]1[CH:19]=[C:20]([CH3:24])[CH:21]=[CH:22][CH:23]=1)[CH2:6][C:7]1[CH:8]=[C:9]([C:11]2[CH:16]=[CH:15][C:14]([Br:17])=[CH:13][CH:12]=2)[N:27]([C:14]2[CH:15]=[CH:16][C:11]([CH3:9])=[CH:12][CH:13]=2)[N:26]=1)[CH3:2] |f:2.3.4|. Procedure: To a solution of 6-(4-bromo-phenyl)-6-oxo-2-m-tolyl-hex-4-ynoic acid ethyl ester (7.5 g, 19 mmol) in THF (40 mL) was added hydrazine (4.5 g, 28 mmol, 1.5 equiv) and Cs2CO3 (9.0 g, 28 mmol, 1.5 equiv). The reaction mixture was stirred at room temperature for 12 h. The resulting mixture was diluted with ethyl acetate (30 mL), and a satd aq solution of cesium carbonate (50 mL) was added. The resulting aqueous layer was back-extracted with ethyl acetate (2×30 mL). The combined organic layers were wa... The reactants are Cl[C@@]12[C@]3(CCC(C=C3CC[C@H]1[C@@H]1CCC([C@@]1(C)C[C@@H]2F)=O)=O)C (9-chloro-11β-fluoro-4-androstene-3,17-dione), C1(=CC=CC=C1)[SnH](C1=CC=CC=C1)C1=CC=CC=C1 (triphenyltin hydride). Run in O1CCCC1 (tetrahydrofuran). The product is F[C@@H]1[C@@H]2[C@]3(CCC(C=C3CC[C@H]2[C@@H]2CCC([C@@]2(C)C1)=O)=O)C (11β-fluoro-4-androstene-3,17-dione). As a reaction SMILES: Cl[C@:2]12[C@@H:19]([F:20])[CH2:18][C@@:16]3([CH3:17])[C@@H:12]([CH2:13][CH2:14][C:15]3=[O:21])[C@@H:11]1[CH2:10][CH2:9][C:8]1[C@:3]2([CH3:23])[CH2:4][CH2:5][C:6](=[O:22])[CH:7]=1.C1([SnH](C2C=CC=CC=2)C2C=CC=CC=2)C=CC=CC=1>O1CCCC1>[F:20][C@H:19]1[CH2:18][C@@:16]2([CH3:17])[C@@H:12]([CH2:13][CH2:14][C:15]2=[O:21])[C@H:11]2[C@H:2]1[C@:3]1([CH3:23])[C:8]([CH2:9][CH2:10]2)=[CH:7][C:6](=[O:22])[CH2:5][CH2:4]1. Procedure details: 1.2 g. of 9-chloro-11β-fluoro-4-androstene-3,17-dione is agitated for 2 hours at room temperature in 20 ml. of tetrahydrofuran and 3 ml. of triphenyltin hydride with the addition of 7 mg. of α,α'-azoisobutyrodinitrile. The solution is evaporated under vacuum and worked up as set forth in Example 1. After purification by preparative layer chromatography, 380 mg. of 11β-fluoro-4-androstene-3,17-dione is obtained; m.p. 162°-164°. UV: ε238 = 16,300 (methanol). RXN SMILES: [CH3:3][OH:4].[ClH:43].[Na+:2].[O:44]1[CH2:45][CH2:46][CH2:47][CH2:48]1.[OH-:1].[OH:5][c:6]1[c:7]([C:8](=[O:9])[O:10][C:11]([CH3:12])([CH3:13])[CH3:14])[c:15]([CH2:23][O:24][c:25]2[cH:26][cH:27][c:28](-[c:31]3[cH:32][c:33]([CH3:42])[c:34]([CH2:37][C:38](=[O:39])[O:40][CH3:41])[cH:35][cH:36]3)[cH:29][cH:30]2)[cH:16][cH:17][c:18]1[C:19]([F:20])([F:21])[F:22]>>[OH:5][c:6]1[c:7]([C:8](=[O:9])[O:10][C:11]([CH3:12])([CH3:13])[CH3:14])[c:15]([CH2:23][O:24][c:25]2[cH:26][cH:27][c:28](-[c:31]3[cH:32][c:33]([CH3:42])[c:34]([CH2:37][C:38](=[O:39])[OH:40])[cH:35][cH:36]3)[cH:29][cH:30]2)[cH:16][cH:17][c:18]1[C:19]([F:20])([F:21])[F:22]. The product is Cc1cc(-c2ccc(OCc3ccc(C(F)(F)F)c(O)c3C(=O)OC(C)(C)C)cc2)ccc1CC(=O)O. The reactants are CO, Cl, [Na+], C1CCOC1, [OH-], COC(=O)Cc1ccc(-c2ccc(OCc3ccc(C(F)(F)F)c(O)c3C(=O)OC(C)(C)C)cc2)cc1C.